From a dataset of the Open Reaction Database (ORD), a public repository of structured organic reaction records. describe an organic reaction: reactants, conditions, products, and yield Reactants: C(C)(C)C1=CC=C(C=C1)C1C(OC2=C1C(=C(C(=C2C)C)N)C)(C)C (3-(4-isopropylphenyl)-2,2,4,6,7-pentamethyl-2,3-dihydro-1-benzofuran-5-amine), COC1=CC=C(C=C1)CCC(=O)Cl (3-(4-methoxyphenyl)propionyl chloride). Run in C(C)(=O)OCC.CCCCCC (Ethyl acetate hexane). The product is C(C)(C)C1=CC=C(C=C1)C1C(OC2=C1C(=C(C(=C2C)C)NC(CCC2=CC=C(C=C2)OC)=O)C)(C)C (N-[3-(4-Isopropylphenyl)-2,2,4,6,7-pentamethyl-2,3-dihydro-1-benzofuran-5-yl]-3-(4-methoxyphenyl)propionamide). The yield is 72.0%. As a reaction SMILES: [CH:1]([C:4]1[CH:9]=[CH:8][C:7]([CH:10]2[C:14]3[C:15]([CH3:22])=[C:16]([NH2:21])[C:17]([CH3:20])=[C:18]([CH3:19])[C:13]=3[O:12][C:11]2([CH3:24])[CH3:23])=[CH:6][CH:5]=1)([CH3:3])[CH3:2].[CH3:25][O:26][C:27]1[CH:32]=[CH:31][C:30]([CH2:33][CH2:34][C:35](Cl)=[O:36])=[CH:29][CH:28]=1>C(OCC)(=O)C.CCCCCC>[CH:1]([C:4]1[CH:9]=[CH:8][C:7]([CH:10]2[C:14]3[C:15]([CH3:22])=[C:16]([NH:21][C:35](=[O:36])[CH2:34][CH2:33][C:30]4[CH:31]=[CH:32][C:27]([O:26][CH3:25])=[CH:28][CH:29]=4)[C:17]([CH3:20])=[C:18]([CH3:19])[C:13]=3[O:12][C:11]2([CH3:24])[CH3:23])=[CH:6][CH:5]=1)([CH3:3])[CH3:2] |f:2.3|. Reported procedure: By using 3-(4-isopropylphenyl)-2,2,4,6,7-pentamethyl-2,3-dihydro-1-benzofuran-5-amine and 3-(4-methoxyphenyl)propionyl chloride, the title compound was synthesized according to Example 1b. Yield: 72%. Melting point: 188-191° C. (Ethyl acetate-hexane). Reactants: C1=CC=CC=2C3C4=CC=CC=C4C(C12)(C3)C(=O)N3CCC(CC3)O (1-(9,10-dihydro-9,10-methanoanthracen-9-ylcarbonyl)piperidin-4-ol), CO (methanol). The solvent is C(Cl)(Cl)Cl (chloroform). Yields the product C1=CC=CC=2C3C4=CC=CC=C4C(C12)(C3)CN3CCC(CC3)O (1-(9,10-Dihydro-9,10-methanoanthracen-9-ylmethyl)piperidin-4-ol). Yield: 88.0%. As a reaction SMILES: [CH:1]1[C:14]2[C:13]3([C:16]([N:18]4[CH2:23][CH2:22][CH:21]([OH:24])[CH2:20][CH2:19]4)=O)[CH2:15][CH:6]([C:7]4[C:12]3=[CH:11][CH:10]=[CH:9][CH:8]=4)[C:5]=2[CH:4]=[CH:3][CH:2]=1.CO>C(Cl)(Cl)Cl>[CH:11]1[C:12]2[C:13]3([CH2:16][N:18]4[CH2:23][CH2:22][CH:21]([OH:24])[CH2:20][CH2:19]4)[CH2:15][CH:6]([C:5]4[C:14]3=[CH:1][CH:2]=[CH:3][CH:4]=4)[C:7]=2[CH:8]=[CH:9][CH:10]=1. Reported procedure: Using a procedure similar to that described in Example 82b except starting with 1-(9,10-dihydro-9,10-methanoanthracen-9-ylcarbonyl)piperidin-4-ol (described in Example 83b), the title compound was formed in 88% yield as a white solid TLC analysis (Rf 0.59, 10% methanol in chloroform). MS (CI, CH4) m/z 306 (M+1,100), 334 (M+29,14), 288 (62), 114(8) The reactants are COc1ccc(CCC(=O)O)cc1OC, O. The product is COc1cc2c(cc1OC)C(=O)CC2. RXN SMILES: [CH3:1][O:2][c:3]1[cH:4][c:5]([CH2:11][CH2:12][C:13](=[O:14])[OH:15])[cH:6][cH:7][c:8]1[O:9][CH3:10].[OH2:16]>>[CH3:1][O:2][c:3]1[cH:4][c:5]2[c:6]([cH:7][c:8]1[O:9][CH3:10])[C:13](=[O:15])[CH2:12][CH2:11]2.